Dataset: the Open Reaction Database (ORD), a public repository of structured organic reaction records. Task: describe an organic reaction: reactants, conditions, products, and yield Reactants: BrCCCc1ccccc1, COC(=O)C=C(C)[O-], CN1CCCN(C)C1=O, [I-], [K+], [Na+], O. Product: COC(=O)C(CCCc1ccccc1)C(C)=O. Reaction SMILES: [Br:12][CH2:13][CH2:14][CH2:15][c:16]1[cH:17][cH:18][cH:19][cH:20][cH:21]1.[CH3:1][O:2][C:3]([CH:4]=[C:5]([CH3:6])[O-:7])=[O:8].[CH3:23][N:24]1[CH2:25][CH2:26][CH2:27][N:28]([CH3:29])[C:30]1=[O:31].[I-:11].[K+:10].[Na+:9].[OH2:22]>>[CH3:1][O:2][C:3]([CH:4]([C:5]([CH3:6])=[O:7])[CH2:13][CH2:14][CH2:15][c:16]1[cH:17][cH:18][cH:19][cH:20][cH:21]1)=[O:8]. As a reaction SMILES: [NH:1]1[C:9]2[C:4](=[C:5]([CH2:10][NH:11][C:12]3[N:17]=[C:16]([C:18]4[CH:23]=[CH:22][CH:21]=[CH:20][N:19]=4)[N:15]=[C:14]([C:24]4[CH:25]=[N:26][CH:27]=[C:28]([CH:31]=4)[C:29]#[N:30])[CH:13]=3)[CH:6]=[CH:7][CH:8]=2)[CH:3]=[CH:2]1.C[Si]([N:36]=[N+:37]=[N-:38])(C)C.C([Sn](=O)CCCC)CCC>COCCOC>[NH:1]1[C:9]2[C:4](=[C:5]([CH2:10][NH:11][C:12]3[CH:13]=[C:14]([C:24]4[CH:25]=[N:26][CH:27]=[C:28]([C:29]5[NH:38][N:37]=[N:36][N:30]=5)[CH:31]=4)[N:15]=[C:16]([C:18]4[CH:23]=[CH:22][CH:21]=[CH:20][N:19]=4)[N:17]=3)[CH:6]=[CH:7][CH:8]=2)[CH:3]=[CH:2]1. Reactants: N1C=CC2=C(C=CC=C12)CNC1=CC(=NC(=N1)C1=NC=CC=C1)C=1C=NC=C(C#N)C1 (5-(6-[(1H-indol-4-ylmethyl)-amino]-2-pyridin-2-yl-pyrimidin-4-yl)-nicotinonitrile), C[Si](C)(C)N=[N+]=[N-] (trimethylsilyl azide), C(CCC)[Sn](CCCC)=O (dibutyltin oxide). Product: N1C=CC2=C(C=CC=C12)CNC1=NC(=NC(=C1)C=1C=NC=C(C1)C1=NN=NN1)C1=NC=CC=C1 ((1H-Indol-4-ylmethyl)-{2-pyridin-2-yl-6-[5-(1H-tetrazol-5-yl)-pyridin-3-yl]-pyrimidin-4-yl}-amine). Procedure: A solution of 5-(6-[(1H-indol-4-ylmethyl)-amino]-2-pyridin-2-yl-pyrimidin-4-yl)-nicotinonitrile (Ex. 2.9) (50 mg, 0.124 mmol) in DME (2 ml) under an inert atmosphere of argon is treated with trimethylsilyl azide (5 eq, 70 mg, 0.248) and dibutyltin oxide (0.3 eq, 9.3 mg). The resulting mixture is heated at reflux for 4 hours and then allowed to cool to room temperature. On cooling, a solid precipitates which is collected by filtration, washed with MeOH and dried in vacuo at 40° C. overnight to af... Solvent: COCCOC (DME). Starting materials: O=C([O-])[O-], Cc1ccc(B(O)O)cc1, CC(CNS(C)(=O)=O)c1ccc(Br)cc1, Cc1ccccc1, CCOCC, [K+], [K+], O. Product: Cc1ccc(-c2ccc(C(C)CNS(C)(=O)=O)cc2)cc1. RXN SMILES: [C:26](=[O:27])([O-:28])[O-:29].[CH3:16][c:17]1[cH:18][cH:19][c:20]([B:23]([OH:24])[OH:25])[cH:21][cH:22]1.[CH3:1][S:2](=[O:3])(=[O:4])[NH:5][CH2:6][CH:7]([CH3:8])[c:9]1[cH:10][cH:11][c:12]([Br:15])[cH:13][cH:14]1.[CH3:33][c:34]1[cH:35][cH:36][cH:37][cH:38][cH:39]1.[CH3:40][CH2:41][O:42][CH2:43][CH3:44].[K+:30].[K+:31].[OH2:32]>>[CH3:1][S:2](=[O:3])(=[O:4])[NH:5][CH2:6][CH:7]([CH3:8])[c:9]1[cH:10][cH:11][c:12](-[c:20]2[cH:19][cH:18][c:17]([CH3:16])[cH:22][cH:21]2)[cH:13][cH:14]1. Starting materials: ClC=1NC2=CC=CC=C2C1C(=O)O (2-Chloroindole-3-carboxylic acid), C(CCC)N1CCC(CC1)CNC(=O)C1=CNC2=CC=CC=C12 (N-[(l-n butyl-4-piperidyl)methyl] indole-3-carboxamide), acid chloride, C(CCC)N1CCC(CC1)CN (N-(1-n butyl-4-piperidyl)methylamine). Product: C(CCC)N1CCC(CC1)CNC(=O)C1=C(NC2=CC=CC=C12)Cl (N-[(1-n butyl-4-piperidyl)methyl] 2-chloroindole-3-carboxamide). As a reaction SMILES: [Cl:1][C:2]1[NH:3][C:4]2[C:9]([C:10]=1[C:11]([OH:13])=O)=[CH:8][CH:7]=[CH:6][CH:5]=2.[CH2:14]([N:18]1[CH2:23][CH2:22][CH:21]([CH2:24][NH2:25])[CH2:20][CH2:19]1)[CH2:15][CH2:16][CH3:17].C(N1CCC(CNC(C2C3C(=CC=CC=3)NC=2)=O)CC1)CCC>>[CH2:14]([N:18]1[CH2:23][CH2:22][CH:21]([CH2:24][NH:25][C:11]([C:10]2[C:9]3[C:4](=[CH:5][CH:6]=[CH:7][CH:8]=3)[NH:3][C:2]=2[Cl:1])=[O:13])[CH2:20][CH2:19]1)[CH2:15][CH2:16][CH3:17]. Procedure details: 2-Chloroindole-3-carboxylic acid (L. Marchetti and A Andreani, Ann. Chim. (Rome), 1973, 63, 681) was converted to its acid chloride and reacted with N-(1-n butyl-4-piperidyl)methylamine (D 1) using the procedure of Description 1b to afford N-[(1-n butyl-4-piperidyl)methyl] 2-chloroindole-3-carboxamide. Reactants: CCO, Cl, CCOC(=N)Cc1ccc(F)cc1, Cc1ccccc1COc1cccnc1N. Yields the product Cl, Cc1ccccc1COc1cccnc1NC(=N)Cc1ccc(F)cc1. Reaction SMILES: [CH3:31][CH2:32][OH:33].[ClH:17].[F:18][c:19]1[cH:20][cH:21][c:22]([CH2:25][C:26]([O:27][CH2:28][CH3:29])=[NH:30])[cH:23][cH:24]1.[NH2:1][c:2]1[n:3][cH:4][cH:5][cH:6][c:7]1[O:8][CH2:9][c:10]1[c:11]([CH3:16])[cH:12][cH:13][cH:14][cH:15]1>>[ClH:17].[NH:1]([c:2]1[n:3][cH:4][cH:5][cH:6][c:7]1[O:8][CH2:9][c:10]1[c:11]([CH3:16])[cH:12][cH:13][cH:14][cH:15]1)[C:26]([CH2:25][c:22]1[cH:21][cH:20][c:19]([F:18])[cH:24][cH:23]1)=[NH:30]. Starting materials: CC1=C(N=C2N1C=C(C=C2)[N+](=O)[O-])C2COCC2 (3-methyl-6-nitro-2-tetrahydro-3-furanylimidazo[1,2-a]pyridine), FC(C=1C=CC(=NC1)C1=CC=C(C=C1)C(=O)O)(F)F (4-[5-(trifluoromethyl)-2-pyridyl]benzenecarboxylic acid). The product is CC1=C(N=C2N1C=C(C=C2)NC(C2=CC=C(C=C2)C2=NC=C(C=C2)C(F)(F)F)=O)C2COCC2 (N-(3-methyl-2-tetrahydro-3-furanylimidazo[1,2-a]pyridin-6-yl)-4-[5-(trifluoromethyl)-2-pyridyl]benzamide). As a reaction SMILES: [CH3:1][C:2]1[N:6]2[CH:7]=[C:8]([N+:11]([O-])=O)[CH:9]=[CH:10][C:5]2=[N:4][C:3]=1[CH:14]1[CH2:18][CH2:17][O:16][CH2:15]1.[F:19][C:20]([F:37])([F:36])[C:21]1[CH:22]=[CH:23][C:24]([C:27]2[CH:32]=[CH:31][C:30]([C:33](O)=[O:34])=[CH:29][CH:28]=2)=[N:25][CH:26]=1>>[CH3:1][C:2]1[N:6]2[CH:7]=[C:8]([NH:11][C:33](=[O:34])[C:30]3[CH:29]=[CH:28][C:27]([C:24]4[CH:23]=[CH:22][C:21]([C:20]([F:37])([F:19])[F:36])=[CH:26][N:25]=4)=[CH:32][CH:31]=3)[CH:9]=[CH:10][C:5]2=[N:4][C:3]=1[CH:14]1[CH2:18][CH2:17][O:16][CH2:15]1. Procedure details: Conducting the operations similar to those of Example 1 using 3-methyl-6-nitro-2-tetrahydro-3-furanylimidazo[1,2-a]pyridine and 4-[5-(trifluoromethyl)-2-pyridyl]benzenecarboxylic acid, the title compound was obtained as white solid. Reactants: [Al+3], COc1ccccc1OC(c1ccccc1)C1CN(Cc2ccccc2)C(=O)CO1, CCOCC, [H-], [H-], [H-], [H-], [Li+], C1CCOC1. Yields the product COc1ccccc1OC(c1ccccc1)C1CN(Cc2ccccc2)CCO1. RXN SMILES: [Al+3:2].[CH2:7]([c:8]1[cH:9][cH:10][cH:11][cH:12][cH:13]1)[N:14]1[CH2:15][CH:16]([CH:21]([c:22]2[cH:23][cH:24][cH:25][cH:26][cH:27]2)[O:28][c:29]2[c:30]([O:35][CH3:36])[cH:31][cH:32][cH:33][cH:34]2)[O:17][CH2:18][C:19]1=[O:20].[CH3:37][CH2:38][O:39][CH2:40][CH3:41].[H-:1].[H-:4].[H-:5].[H-:6].[Li+:3].[O:42]1[CH2:43][CH2:44][CH2:45][CH2:46]1>>[CH2:7]([c:8]1[cH:9][cH:10][cH:11][cH:12][cH:13]1)[N:14]1[CH2:15][CH:16]([CH:21]([c:22]2[cH:23][cH:24][cH:25][cH:26][cH:27]2)[O:28][c:29]2[c:30]([O:35][CH3:36])[cH:31][cH:32][cH:33][cH:34]2)[O:17][CH2:18][CH2:19]1.